Dataset: the Open Reaction Database (ORD), a public repository of structured organic reaction records. Task: describe an organic reaction: reactants, conditions, products, and yield Starting materials: [Ag+2], CCc1cc(Br)c(C)[nH]c1=O, O=C([O-])[O-], CI, ClC(Cl)Cl. The product is CCc1cc(Br)c(C)nc1OC. As a reaction SMILES: [Ag+2:22].[Br:1][c:2]1[cH:3][c:4]([CH2:10][CH3:11])[c:5](=[O:9])[nH:6][c:7]1[CH3:8].[C:18](=[O:19])([O-:20])[O-:21].[CH3:12][I:13].[CH:14]([Cl:15])([Cl:16])[Cl:17]>>[Br:1][c:2]1[cH:3][c:4]([CH2:10][CH3:11])[c:5]([O:9][CH3:12])[n:6][c:7]1[CH3:8]. Reactants: CC(C)Cc1ccc(C(C)O)cc1, CS(C)=O, O=[N+]([O-])c1cccc([N+](=O)[O-])c1, O. The product is C=Cc1ccc(CC(C)C)cc1. As a reaction SMILES: [CH2:1]([CH:2]([CH3:3])[CH3:4])[c:5]1[cH:6][cH:7][c:8]([CH:11]([CH3:12])[OH:13])[cH:9][cH:10]1.[CH3:14][S:15](=[O:16])[CH3:17].[N+:18]([c:19]1[cH:20][cH:21][cH:22][c:23]([N+:24]([O-:25])=[O:26])[cH:27]1)([O-:28])=[O:29].[OH2:30]>>[CH2:1]([CH:2]([CH3:3])[CH3:4])[c:5]1[cH:6][cH:7][c:8]([CH:11]=[CH2:12])[cH:9][cH:10]1. The reactants are Cl (hydrochloric acid), C(#N)[BH3-].[Na+] (Sodium cyanoborohydride), C(C1=CC=CC=C1)O[C@H](CC=O)CCCCC (3-(S)-benzyloxy-1-octanal), [Br-].[NH4+] (ammonium bromide). Run in CO (methanol). Conditions: time 48 hour. Yields the product NCC[C@H](CCCCC)OCC1=CC=CC=C1 (1-Amino-3(S)-benzyloxyoctane). RXN SMILES: [C:1]([BH3-])#[N:2].[Na+].[CH2:5]([O:12][C@@H:13]([CH2:17][CH2:18][CH2:19][CH2:20][CH3:21])[CH2:14]C=O)[C:6]1[CH:11]=[CH:10][CH:9]=[CH:8][CH:7]=1.[Br-].[NH4+].Cl>CO>[NH2:2][CH2:1][CH2:14][C@@H:13]([O:12][CH2:5][C:6]1[CH:7]=[CH:8][CH:9]=[CH:10][CH:11]=1)[CH2:17][CH2:18][CH2:19][CH2:20][CH3:21] |f:0.1,3.4|. Reported procedure: Sodium cyanoborohydride (5% excess over theoretical amount) is allowed portionwise over 1/2 hour to a stirred mixture of 3-(S)-benzyloxy-1-octanal (1 molar equivalent) and ammonium bromide (15 molar equivalents) in methanol at room temperature. The resulting reaction mixture is stirred at room temperature for 48 hours, then is cooled to 0° to 5° C. and cautiously treated with concentrated hydrochloric acid to destroy excess hydride reagent. The resulting reaction mixture is evaporated in vacuo a... Reactants: NC1C2=C(C3=C(N(C1=O)C)C=CC=C3)C=CC=C2 (7-amino-5-methyl-5H,7H-dibenzo[b,d]azepin-6-one), FC=1C=C(CNC(C(C(=O)O)C(C)(C)C)=O)C=C(C1)F (N-(3,5-difluoro-benzyl)-2-tert-butyl-malonamic acid). Yields the product C(C)(C)(C)C(C(=O)NCC1=CC(=CC(=C1)F)F)C(=O)NC1C2=C(C3=C(N(C1=O)C)C=CC=C3)C=CC=C2 (2-tert-Butyl-N-(3,5-difluoro-benzyl)-N′-(5-methyl-6-oxo-6,7-dihydro-5H-dibenzo[b,d]azepin-7-yl)-malonamide). Reaction SMILES: [NH2:1][CH:2]1[C:8](=[O:9])[N:7]([CH3:10])[C:6]2[CH:11]=[CH:12][CH:13]=[CH:14][C:5]=2[C:4]2[CH:15]=[CH:16][CH:17]=[CH:18][C:3]1=2.[F:19][C:20]1[CH:21]=[C:22]([CH:35]=[C:36]([F:38])[CH:37]=1)[CH2:23][NH:24][C:25](=[O:34])[CH:26]([C:30]([CH3:33])([CH3:32])[CH3:31])[C:27](O)=[O:28]>>[C:30]([CH:26]([C:27]([NH:1][CH:2]1[C:8](=[O:9])[N:7]([CH3:10])[C:6]2[CH:11]=[CH:12][CH:13]=[CH:14][C:5]=2[C:4]2[CH:15]=[CH:16][CH:17]=[CH:18][C:3]1=2)=[O:28])[C:25]([NH:24][CH2:23][C:22]1[CH:21]=[C:20]([F:19])[CH:37]=[C:36]([F:38])[CH:35]=1)=[O:34])([CH3:33])([CH3:31])[CH3:32]. Procedure details: The title compound, MS: m/e=506.3 (M+H+), was prepared in analogy to example 16 from 7-amino-5-methyl-5H,7H-dibenzo[b,d]azepin-6-one and N-(3,5-difluoro-benzyl)-2-tert-butyl-malonamic acid.